describe an organic reaction: reactants, conditions, products, and yield From a dataset of the Open Reaction Database (ORD), a public repository of structured organic reaction records. Reactants: C1CCOC1, CCOC(=O)Cc1ccc(NC(=O)c2c[nH]c3ccccc23)c(Cl)c1, Cl, [Na+], [OH-]. As a reaction SMILES: [CH2:28]1[O:29][CH2:30][CH2:31][CH2:32]1.[Cl:1][c:2]1[cH:3][c:4]([CH2:20][C:21](=[O:22])[O:23][CH2:24][CH3:25])[cH:5][cH:6][c:7]1[NH:8][C:9](=[O:10])[c:11]1[cH:12][nH:13][c:14]2[cH:15][cH:16][cH:17][cH:18][c:19]12.[ClH:33].[Na+:27].[OH-:26]>>[Cl:1][c:2]1[cH:3][c:4]([CH2:20][C:21](=[O:22])[OH:23])[cH:5][cH:6][c:7]1[NH:8][C:9](=[O:10])[c:11]1[cH:12][nH:13][c:14]2[cH:15][cH:16][cH:17][cH:18][c:19]12. The product is O=C(O)Cc1ccc(NC(=O)c2c[nH]c3ccccc23)c(Cl)c1. Yields the product COC1N(C=C2C=3C(CC(CC13)C(=O)N)CCO2)OC (1,2,3a,4,5,6-Hexahydro-7,8-dimethoxypyrano[2,3,4-de]isoquinoline-5-carboxamide). Conditions: time 6 hour. Reaction SMILES: [O-:1][C:2]#[N:3].[Na+].[CH3:5][O:6][CH:7]1[C:16]2[CH2:15][CH2:14][CH2:13][CH:12]3[CH2:17][CH2:18][O:19][C:10]([C:11]=23)=[CH:9][N:8]1[O:20][CH3:21]>O.C(O)(=O)C>[CH3:5][O:6][CH:7]1[C:16]2[CH2:15][CH:14]([C:2]([NH2:3])=[O:1])[CH2:13][CH:12]3[CH2:17][CH2:18][O:19][C:10]([C:11]=23)=[CH:9][N:8]1[O:20][CH3:21] |f:0.1|. Starting materials: [O-]C#N.[Na+] (sodium cyanate), COC1N(C=C2C=3C(CCCC13)CCO2)OC (1,2,3a,4,5,6-hexahydro-7,8-dimethoxypyrano[2,3,4-de]isoquinoline). Procedure: A solution of sodium cyanate (2.0 g) in water (20 ml) is added dropwise to a solution of 1,2,3a,4,5,6-hexahydro-7,8-dimethoxypyrano[2,3,4-de]isoquinoline (2.0 g), described in Example 56, (2.0 g) in acetic acid (8.0 ml) and water (12.0 ml). The mixture is left at room temperature for 6 hr. and the precipitate is then collected, washed with water, and crystallized from methanol to give the title compound, m.p. 224° - 226° C. Run in C(C)(=O)O (acetic acid), O (water), O (water). Reactants: O=C(Cl)OCC1CC1, Nc1ccc(-c2ccc(S(=O)(=O)N3C(C(=O)O)CC4CCCC43)cc2)cc1, CN(C)C=O, c1ccncc1. The product is O=C(Nc1ccc(-c2ccc(S(=O)(=O)N3C(C(=O)O)CC4CCCC43)cc2)cc1)OCC1CC1. As a reaction SMILES: [Cl:34][C:35](=[O:36])[O:37][CH2:38][CH:39]1[CH2:40][CH2:41]1.[NH2:1][c:2]1[cH:3][cH:4][c:5](-[c:8]2[cH:9][cH:10][c:11]([S:14](=[O:15])(=[O:16])[N:17]3[CH:18]4[CH:19]([CH2:20][CH:21]3[C:22](=[O:23])[OH:24])[CH2:25][CH2:26][CH2:27]4)[cH:12][cH:13]2)[cH:6][cH:7]1.[O:42]=[CH:43][N:44]([CH3:45])[CH3:46].[cH:28]1[cH:29][cH:30][n:31][cH:32][cH:33]1>>[NH:1]([c:2]1[cH:3][cH:4][c:5](-[c:8]2[cH:9][cH:10][c:11]([S:14](=[O:15])(=[O:16])[N:17]3[CH:18]4[CH:19]([CH2:20][CH:21]3[C:22](=[O:23])[OH:24])[CH2:25][CH2:26][CH2:27]4)[cH:12][cH:13]2)[cH:6][cH:7]1)[C:35](=[O:36])[O:37][CH2:38][CH:39]1[CH2:40][CH2:41]1. Reactants: BrCC1CC1, CN(C)C=O, Cc1[nH]nc(OC2OC(CO)C(O)C(O)C2O)c1Cc1ccc(OC(C)C)cc1, [I-], [Na+], O. The product is Cc1c(Cc2ccc(OC(C)C)cc2)c(OC2OC(CO)C(O)C(O)C2O)nn1CC1CC1. Reaction SMILES: [Br:32][CH2:33][CH:34]1[CH2:35][CH2:36]1.[CH3:38][N:39]([CH3:40])[CH:41]=[O:42].[CH:1]1([O:12][c:13]2[n:14][nH:15][c:16]([CH3:29])[c:17]2[CH2:18][c:19]2[cH:20][cH:21][c:22]([O:25][CH:26]([CH3:27])[CH3:28])[cH:23][cH:24]2)[CH:2]([OH:3])[CH:4]([OH:5])[CH:6]([OH:7])[CH:8]([CH2:10][OH:11])[O:9]1.[I-:31].[Na+:30].[OH2:37]>>[CH:1]1([O:12][c:13]2[n:14][n:15]([CH2:33][CH:34]3[CH2:35][CH2:36]3)[c:16]([CH3:29])[c:17]2[CH2:18][c:19]2[cH:20][cH:21][c:22]([O:25][CH:26]([CH3:27])[CH3:28])[cH:23][cH:24]2)[CH:2]([OH:3])[CH:4]([OH:5])[CH:6]([OH:7])[CH:8]([CH2:10][OH:11])[O:9]1. The reactants are β-lactam, Cl (hydrochloride), C1(=CC=CC=C1)CC(=O)NC1[C@@H]2N(C(C(S2)(C)C)C2=NN=NN2COC(C(C)(C)C)=O)C1=O (6-(2-phenylacetamido)-2,2-dimethyl-3-(1-[pivaloyloxymethyl]-tetrazol-5-yl)penam), ester, t-butyl hydrogens, C-2 methyl hydrogens, C-2 methyl hydrogens, [K+].[Br-] (KBr), pivaloyloxy methylene hydrogens. Yields the product NC1[C@@H]2N(C(C(S2)(C)C)C2=NN=NN2COC(C(C)(C)C)=O)C1=O (6-Amino-2,2-dimethyl-3-(1-[pivaloyloxymethyl]tetrazol-5-yl)penam). Isolated yield 90.0%. As a reaction SMILES: Cl.C1(CC([NH:11][CH:12]2[C:33](=[O:34])[N:14]3[CH:15]([C:20]4[N:24]([CH2:25][O:26][C:27](=[O:32])[C:28]([CH3:31])([CH3:30])[CH3:29])[N:23]=[N:22][N:21]=4)[C:16]([CH3:19])([CH3:18])[S:17][C@H:13]23)=O)C=CC=CC=1.[K+].[Br-]>>[NH2:11][CH:12]1[C:33](=[O:34])[N:14]2[CH:15]([C:20]3[N:24]([CH2:25][O:26][C:27](=[O:32])[C:28]([CH3:30])([CH3:29])[CH3:31])[N:23]=[N:22][N:21]=3)[C:16]([CH3:18])([CH3:19])[S:17][C@H:13]12 |f:2.3|. Procedure: The title compound is prepared as its hydrochloride, in 90% yield, from 6-(2-phenylacetamido)-2,2-dimethyl-3-(1-[pivaloyloxymethyl]-tetrazol-5-yl)penam, using the method of Example CLXXVI. The infrared spectrum (KBr disc) shows absorptions at 1780 cm31 1 (β-lactam) and 1740 cm-1 (ester). The NMR spectrum (DMSO-d6) shows absorptions at 6.71 ppm (singlet, 2H, pivaloyloxy methylene hydrogens), 5.88 ppm (singlet, 1H, C-3 hydrogen 5.83 ppm (doublet, 1H, C-5 hydrogen), 5.20 ppm (doublet, 1H, C-6 hydro... Starting materials: C(C#C)O (propargyl alcohol), BrC1=C(C(=O)OC)C=C(C=C1)Br (methyl 2,5-dibromobenzoate). The reagents and catalysts are C=1C=CC(=CC1)[P](C=2C=CC=CC2)(C=3C=CC=CC3)[Pd]([P](C=4C=CC=CC4)(C=5C=CC=CC5)C=6C=CC=CC6)([P](C=7C=CC=CC7)(C=8C=CC=CC8)C=9C=CC=CC9)[P](C=1C=CC=CC1)(C=1C=CC=CC1)C=1C=CC=CC1 (Pd(Ph3P)4). Run in C(C)N(CC)CC (triethylamine). Conditions: time 10 minute. The product is OCC#CC1=C(C(=O)OC)C=C(C=C1)C#CCO (Methyl 2,5-bis-(3-hydroxyprop-1-ynyl)benzoate). Isolated yield 72.3%. Reaction SMILES: [CH2:1]([OH:4])[C:2]#[CH:3].Br[C:6]1[CH:15]=[CH:14][C:13](Br)=[CH:12][C:7]=1[C:8]([O:10][CH3:11])=[O:9]>C(N(CC)CC)C.C1C=CC([P]([Pd]([P](C2C=CC=CC=2)(C2C=CC=CC=2)C2C=CC=CC=2)([P](C2C=CC=CC=2)(C2C=CC=CC=2)C2C=CC=CC=2)[P](C2C=CC=CC=2)(C2C=CC=CC=2)C2C=CC=CC=2)(C2C=CC=CC=2)C2C=CC=CC=2)=CC=1>[OH:4][CH2:1][C:2]#[C:3][C:6]1[CH:15]=[CH:14][C:13]([C:3]#[C:2][CH2:1][OH:4])=[CH:12][C:7]=1[C:8]([O:10][CH3:11])=[O:9] |^1:27,29,48,67|. Procedure details: Pd(Ph3P)4 (1.95 g), CuBrSMe2 (0.75 g) and propargyl alcohol (5.35 ml, 70.0 mmol) are added successively to a solution of methyl 2,5-dibromobenzoate (10.0 g, 34.0 mmol) in triethylamine (235 ml), and the mixture is stirred at RT for 10 min and then under reflux at 80° C. for 3 h. After cooling, the reaction mixture is filtered off with suction through kieselguhr, and the filter cake is washed with ethyl acetate (50 ml). The organic phase is concentrated under reduced pressure. Further purificatio... Reactants: [Al+3], N#CC1CCN(Cc2ccccc2)CC1, CCOCC, [H-], [H-], [H-], [H-], [Li+], [Na+], [OH-], O. The product is NCC1CCN(Cc2ccccc2)CC1. RXN SMILES: [Al+3:2].[CH2:7]([c:8]1[cH:9][cH:10][cH:11][cH:12][cH:13]1)[N:14]1[CH2:15][CH2:16][CH:17]([C:20]#[N:21])[CH2:18][CH2:19]1.[CH3:25][CH2:26][O:27][CH2:28][CH3:29].[H-:1].[H-:4].[H-:5].[H-:6].[Li+:3].[Na+:24].[OH-:23].[OH2:22]>>[CH2:7]([c:8]1[cH:9][cH:10][cH:11][cH:12][cH:13]1)[N:14]1[CH2:15][CH2:16][CH:17]([CH2:20][NH2:21])[CH2:18][CH2:19]1.